Dataset: the Open Reaction Database (ORD), a public repository of structured organic reaction records. Task: describe an organic reaction: reactants, conditions, products, and yield The reactants are 79A, O1CCOC=2C1=CC=1C(C(NC1C2)=O)=O (2,3-dihydro-6H-[1,4]dioxino[2,3-f]indole-7,8-dione), BrC1=C2C(C(NC2=CC=C1)=O)=O (4-bromoisatin). The product is CN1C(C(C=2C=C3C(=CC12)OCCO3)=O)=O (6-methyl-2,3-dihydro-6H-[1,4]dioxino[2,3-f]indole-7,8-dione). As a reaction SMILES: [O:1]1[C:6]2=[CH:7][C:8]3[C:9](=[O:15])[C:10](=[O:14])[NH:11][C:12]=3[CH:13]=[C:5]2[O:4][CH2:3][CH2:2]1.Br[C:17]1C=CC=C2C=1C(=O)C(=O)N2>>[CH3:17][N:11]1[C:12]2[CH:13]=[C:5]3[O:4][CH2:3][CH2:2][O:1][C:6]3=[CH:7][C:8]=2[C:9](=[O:15])[C:10]1=[O:14]. Reported procedure: Following the procedure as described in PREPARATION 79A, and making non-critical variations using 2,3-dihydro-6H-[1,4]dioxino[2,3-f]indole-7,8-dione to replace 4-bromoisatin, 6-methyl-2,3-dihydro-6H-[1,4]dioxino[2,3-f]indole-7,8-dione was obtained (68%): 1H NMR (300 MHz, CDCl3) δ 7.09 (s, 1H), 6.74 (s, 1H), 4.41-4.38 (m, 2H), 4.27-4.24 (m, 2H), 3.08 (s, 3H); 13C NMR (75 MHz, CDCl3) δ; MS (ES+) m/z 220.2 (M+1). Starting materials: C(C)(=O)NC1=CC(=NN1C(CCC1=CC=CC=C1)=NOS(=O)(=O)C1=CC=C(C)C=C1)C (5-acetamido-3-methyl-1-(3-phenyl-O-tosyl-propanehydroximoyl)-pyrazole), [OH-].[Na+] (sodium hydroxide), Cl (hydrochloric acid). The solvent is CO (methanol). Conditions: time 30 minute. Yields the product CC1=NN2C(N=NC2CCC2=CC=CC=C2)=C1 (6-methyl-3-(2-phenyl-ethyl)pyrazolo[5,1-c][1,2,4]triazole). The yield is 81.8%. RXN SMILES: C([NH:4][C:5]1[N:9]([C:10](=[N:19]OS(C2C=CC(C)=CC=2)(=O)=O)[CH2:11][CH2:12][C:13]2[CH:18]=[CH:17][CH:16]=[CH:15][CH:14]=2)[N:8]=[C:7]([CH3:31])[CH:6]=1)(=O)C.[OH-].[Na+].Cl>CO>[CH3:31][C:7]1[CH:6]=[C:5]2[N:4]=[N:19][CH:10]([CH2:11][CH2:12][C:13]3[CH:18]=[CH:17][CH:16]=[CH:15][CH:14]=3)[N:9]2[N:8]=1 |f:1.2|. Procedure: 1 g (2.27 mmol) of 5-acetamido-3-methyl-1-(3-phenyl-O-tosyl-propanehydroximoyl)-pyrazole mixed with 15 ml of methanol and 4 ml of 2N sodium hydroxide solution is stirred for 30 minutes at room temperature, when a clear solution is produced. The mixture is then adjusted to be weakly acid with conc. hydrochloric acid and the methanol is distilled off under vacuum, when a white precipitate is formed. The product may be recrystallised from nitromethane. 420 mg (82%) of 6-methyl-3-(2-phenyl-ethyl)pyr... Reactants: O=C(OCc1ccccc1)ON1C(=O)CCC1=O, ClCCl, CC(C)(C)OC(=O)N1CC(O)C(CN)C1. Product: CC(C)(C)OC(=O)N1CC(O)C(CNC(=O)OCc2ccccc2)C1. Reaction SMILES: [CH2:16]([c:17]1[cH:18][cH:19][cH:20][cH:21][cH:22]1)[O:23][C:24](=[O:25])[O:26][N:27]1[C:28](=[O:29])[CH2:30][CH2:31][C:32]1=[O:33].[Cl:34][CH2:35][Cl:36].[NH2:1][CH2:2][CH:3]1[CH2:4][N:5]([C:9](=[O:10])[O:11][C:12]([CH3:13])([CH3:14])[CH3:15])[CH2:6][CH:7]1[OH:8]>>[NH:1]([CH2:2][CH:3]1[CH2:4][N:5]([C:9](=[O:10])[O:11][C:12]([CH3:13])([CH3:14])[CH3:15])[CH2:6][CH:7]1[OH:8])[C:24]([O:23][CH2:16][c:17]1[cH:18][cH:19][cH:20][cH:21][cH:22]1)=[O:25]. Reactants: [OH-].[Na+] (sodium hydroxide), O (Water), CC=1N=C(SC1C)C1=NC(=C(C=C1OC1=CC=NC2=CC(=C(C=C12)OC)OCC1OC1)C)C (4-[2-(4,5-Dimethyl-thiazol-2-yl)-5,6-dimethyl-pyridin-3-yloxy]-6-methoxy-7-oxiranylmethoxy-quinoline), CC=1N=C(SC1C)C1=NC(=C(C=C1OC1=CC=NC2=CC(=C(C=C12)OC)OCC1OC1)C)C (4-[2-(4,5-Dimethyl-thiazol-2-yl)-5,6-dimethyl-pyridin-3-yloxy]-6-methoxy-7-oxiranylmethoxy-quinoline), FC(C(=O)O)(F)F (Trifluoroacetic acid). The solvent is C(Cl)Cl (methylene chloride). Conditions: temperature 0 celsius, time 30 minute. Yields the product CC=1N=C(SC1C)C1=NC(=C(C=C1OC1=CC=NC2=CC(=C(C=C12)OC)OCC(CO)O)C)C (3-{4-[2-(4,5-Dimethyl-thiazol-2-yl)-5,6-dimethyl-pyridin-3-yloxy]-6-methoxy-quinolin-7-yloxy}-propane-1,2-diol). The yield is 100.0%. Reaction SMILES: [CH3:1][C:2]1[N:3]=[C:4]([C:8]2[C:13]([O:14][C:15]3[C:24]4[C:19](=[CH:20][C:21]([O:27][CH2:28][CH:29]5[CH2:31][O:30]5)=[C:22]([O:25][CH3:26])[CH:23]=4)[N:18]=[CH:17][CH:16]=3)=[CH:12][C:11]([CH3:32])=[C:10]([CH3:33])[N:9]=2)[S:5][C:6]=1[CH3:7].FC(F)(F)C(O)=[O:37].[OH-].[Na+].O>C(Cl)Cl>[CH3:1][C:2]1[N:3]=[C:4]([C:8]2[C:13]([O:14][C:15]3[C:24]4[C:19](=[CH:20][C:21]([O:27][CH2:28][CH:29]([OH:30])[CH2:31][OH:37])=[C:22]([O:25][CH3:26])[CH:23]=4)[N:18]=[CH:17][CH:16]=3)=[CH:12][C:11]([CH3:32])=[C:10]([CH3:33])[N:9]=2)[S:5][C:6]=1[CH3:7] |f:2.3|. Procedure: 4-[2-(4,5-Dimethyl-thiazol-2-yl)-5,6-dimethyl-pyridin-3-yloxy]-6-methoxy-7-oxiranylmethoxy-quinoline (compound 458) (40 mg) was dissolved in methylene chloride (2 ml) to prepare a solution which was then brought to 0° C. Trifluoroacetic acid (0.4 ml) was added thereto, the mixture was stirred at 0° C. for 30 min, and the mixture was then stirred at room temperature for 5 hr. The reaction solution was brought to 0° C., was stirred, and was made alkaline by the addition of a 10% aqueous sodium hyd... Product: OCC(C1=CC=CC=C1)C=1C=C2C=C(NC2=CC1)C#N (5-(2-hydroxy-1-phenyl-ethyl)-1H-indole-2-carbonitrile). Yield: 78.8%. Procedure: A solution of tetrabutylammonium fluoride (1.0 M in THF, 1.6 mL) was added to a solution of -benzenesulfonyl-5-[2-(tert-butyl-dimethyl-silanyloxy)-1-phenyl-ethyl]-1H-indole-2-carbonitrile (0.56 g, 1.055 mmol) and the resulting mixture was refluxed for several hours. The solvent was evaporated under reduced pressure and the residue was diluted with water and ethyl acetate. The organic layer was separated, washed with brine, dried over anhydrous sodium sulfate filtered and evaporated under reduced... Reactants: [F-].C(CCC)[N+](CCCC)(CCCC)CCCC (tetrabutylammonium fluoride), C1(=CC=CC=C1)S(=O)(=O)N1C(=CC2=CC(=CC=C12)C(CO[Si](C)(C)C(C)(C)C)C1=CC=CC=C1)C#N (benzenesulfonyl-5-[2-(tert-butyl-dimethyl-silanyloxy)-1-phenyl-ethyl]-1H-indole-2-carbonitrile). RXN SMILES: [F-].C([N+](CCCC)(CCCC)CCCC)CCC.C1(S([N:28]2[C:36]3[C:31](=[CH:32][C:33]([CH:37]([C:47]4[CH:52]=[CH:51][CH:50]=[CH:49][CH:48]=4)[CH2:38][O:39][Si](C(C)(C)C)(C)C)=[CH:34][CH:35]=3)[CH:30]=[C:29]2[C:53]#[N:54])(=O)=O)C=CC=CC=1>>[OH:39][CH2:38][CH:37]([C:33]1[CH:32]=[C:31]2[C:36](=[CH:35][CH:34]=1)[NH:28][C:29]([C:53]#[N:54])=[CH:30]2)[C:47]1[CH:48]=[CH:49][CH:50]=[CH:51][CH:52]=1 |f:0.1|. Starting materials: C(C)(C)(C)C1=C([O-])C(=CC=C1)C(C)(C)C.C(CCC)[N+](CCCC)(CCCC)CCCC (Tetrabutylammonium 2,6-di-t-butylphenoxide), C(C)(C)(C)C1=C([O-])C(=CC=C1)C(C)(C)C.C(CCC)[N+](CCCC)(CCCC)CCCC (Tetrabutylammonium 2,6-di-t-butylphenoxide), 4A, C(C1=CC=CC=C1)N1C(C=CC1=O)=O (N-benzylmaleimide), BrC[N+](=O)[O-] (bromonitromethane), Cl (hydrochloric acid). The solvent is C1(=CC=CC=C1)C (toluene), C1(=CC=CC=C1)C (toluene). Run at temperature -19 celsius, time 15 minute. Yields the product C(C1=CC=CC=C1)N1C(C2C(C2C1=O)[N+](=O)[O-])=O (3-Benzyl6-nitro-2,4dioxo-3-azabicyclo[3.1.0]hexane). The yield is 319.7%. RXN SMILES: [CH2:1]([N:8]1[C:12](=[O:13])[CH:11]=[CH:10][C:9]1=[O:14])[C:2]1[CH:7]=[CH:6][CH:5]=[CH:4][CH:3]=1.Br[CH2:16][N+:17]([O-:19])=[O:18].C(C1C=CC=C(C(C)(C)C)C=1[O-])(C)(C)C.C([N+](CCCC)(CCCC)CCCC)CCC.Cl>C1(C)C=CC=CC=1>[CH2:1]([N:8]1[C:12](=[O:13])[CH:11]2[CH:10]([CH:16]2[N+:17]([O-:19])=[O:18])[C:9]1=[O:14])[C:2]1[CH:3]=[CH:4][CH:5]=[CH:6][CH:7]=1 |f:2.3|. Procedure details: A stirred mixture of 9.4 g of 4A bead molecular sieves, 9.4 g of dry Celite, (trademark), 5.62 g (30 mmol) of N-benzylmaleimide, and 120 mL of dry toluene under nitrogen was cooled to -19° C. and treated with 2.7 mL (3.9 mmol, 1.3 equivalents) of bromonitromethane. Tetrabutylammonium 2,6-di-t-butylphenoxide, the title product of Example 1, 23.38 g, was added, via a solid addition funnel, over 1.75 hours to the stirred reaction mixture at -19° C. After 15 minutes of further stirring, the reaction... Reactants: C1(=CC=CC=C1)P(C1=CC=CC=C1)C1=CC=CC=C1 (triphenylphosphine), BrN1C(CCC1=O)=O (N-bromosuccinimide), FC(C1=C(C=CC=C1)CCCO)(F)F (3-(2-trifluoromethylphenyl)-1-propanol). Solvent: C(Cl)Cl (methylene chloride). The product is BrCCCC1=C(C=CC=C1)C(F)(F)F (1-(3-bromopropyl)-2-trifluoromethylbenzene). The yield is 80.2%. Reaction SMILES: [F:1][C:2]([F:14])([F:13])[C:3]1[CH:8]=[CH:7][CH:6]=[CH:5][C:4]=1[CH2:9][CH2:10][CH2:11]O.C1(P(C2C=CC=CC=2)C2C=CC=CC=2)C=CC=CC=1.[Br:34]N1C(=O)CCC1=O>C(Cl)Cl>[Br:34][CH2:11][CH2:10][CH2:9][C:4]1[CH:5]=[CH:6][CH:7]=[CH:8][C:3]=1[C:2]([F:14])([F:13])[F:1]. Procedure details: Compound 24-1 (5.07 g) was dissolved in methylene chloride (50 ml), triphenylphosphine (7.24 g) and N-bromosuccinimide (4.86 g) were added under ice-cooling, and the mixture was stirred under ice-cooling for 4.5 hr. The reaction mixture was washed with water and saturated brine, and dried over anhydrous magnesium sulfate. The solvent was evaporated under reduced pressure. Diethyl ether (100 ml) was added, and the precipitated triphenylphosphine oxide was filtered off. The concentrate of the filt... The reactants are NC1=CC=CC=C1 (aniline), O1C=C(C=C1)C=O (3-furaldehyde), C(C)(=O)O[BH-](OC(C)=O)OC(C)=O.[Na+] (sodium triacetoxyborohydride), C(C)(=O)O (acetic acid). The solvent is ClCCCl (1,2-dichloroethane). Run at time 8 hour. Yields the product O1C=C(C=C1)CNC1=CC=CC=C1 (N-(3-Furanylmethyl)-N-phenylamine). Yield: 97.5%. As a reaction SMILES: [NH2:1][C:2]1[CH:7]=[CH:6][CH:5]=[CH:4][CH:3]=1.[O:8]1[CH:12]=[CH:11][C:10]([CH:13]=O)=[CH:9]1.C(O[BH-](OC(=O)C)OC(=O)C)(=O)C.[Na+].C(O)(=O)C>ClCCCl>[O:8]1[CH:12]=[CH:11][C:10]([CH2:13][NH:1][C:2]2[CH:7]=[CH:6][CH:5]=[CH:4][CH:3]=2)=[CH:9]1 |f:2.3|. Procedure: A mixture of aniline (1.89 g, 19.6 mmol) and 3-furaldehyde (2.50 g, 26.8 mmol) in 1,2-dichloroethane (100 mL) under argon at 5° was treated with sodium triacetoxyborohydride (5.65 g, 26.8 mmol) and acetic acid (1.5 mL). The reaction mixture was stirred at room temperature overnight, concentrated in vacuo and the residue was diluted with ethyl acetate. The combined extracts were washed with satuirated sodium bicarbonate, dried over MgSO4 and concentrated. The product was purified by flash chromat...